The task is: describe an organic reaction: reactants, conditions, products, and yield. This data is from the Open Reaction Database (ORD), a public repository of structured organic reaction records. Starting materials: N (Ammonia), COC(=O)[C@H]1C[C@H](CC1)NC(OC(C)(C)C)=O (tert-butyl (1S,3R)-3-(methoxycarbonyl)cyclopentylcarbamate). The solvent is CO (MeOH). Conditions: time 48 hour. Yields the product C(N)(=O)[C@H]1C[C@H](CC1)NC(OC(C)(C)C)=O (tert-butyl (1S,3R)-3-carbamoylcyclopentylcarbamate). Isolated yield 85.5%. Reaction SMILES: [NH3:1].C[O:3][C:4]([C@@H:6]1[CH2:10][CH2:9][C@H:8]([NH:11][C:12](=[O:18])[O:13][C:14]([CH3:17])([CH3:16])[CH3:15])[CH2:7]1)=O>CO>[C:4]([C@@H:6]1[CH2:10][CH2:9][C@H:8]([NH:11][C:12](=[O:18])[O:13][C:14]([CH3:17])([CH3:16])[CH3:15])[CH2:7]1)(=[O:3])[NH2:1]. Procedure: Ammonia gas was passed into a solution of tert-butyl (1S,3R)-3-(methoxycarbonyl)cyclopentylcarbamate (2.0 g, 8.2 mmol) in MeOH (20 ml) at −78° C. in a steal bomb. The reaction mixture was slowly warmed to room temperature, heated to 80° C. and stirred further for 48 h. The reaction mixture was cooled to room temperature and concentrated to afford 1.6 g (85.5%) of tert-butyl (1S,3R)-3-carbamoylcyclopentylcarbamate as brownish solid.